From a dataset of the Open Reaction Database (ORD), a public repository of structured organic reaction records. describe an organic reaction: reactants, conditions, products, and yield Starting materials: ClCC=1C(=C(C=CC1)C1=CC=CC=C1)C (3-chloromethyl-2-methyl[1,1'-biphenyl]), [I-].C[N+](CC=1C(=CC=CC1)C1=CC=CC=C1)(C)C (N,N,N-trimethyl[1,1'-biphenyl]-2-methanaminium iodide). Product: CN(C)CC=1C(=C(C=CC1)C1=CC=CC=C1)C (3-dimethylaminomethyl-2-methyl-[1,1'-biphenyl]). Reaction SMILES: Cl[CH2:2][C:3]1[C:4]([CH3:15])=[C:5]([C:9]2[CH:14]=[CH:13][CH:12]=[CH:11][CH:10]=2)[CH:6]=[CH:7][CH:8]=1.[I-].[CH3:17][N+:18](C)(C)[CH2:19]C1C(C2C=CC=CC=2)=CC=CC=1>>[CH3:17][N:18]([CH2:2][C:3]1[C:4]([CH3:15])=[C:5]([C:9]2[CH:14]=[CH:13][CH:12]=[CH:11][CH:10]=2)[CH:6]=[CH:7][CH:8]=1)[CH3:19] |f:1.2|. Procedure details: An additional method for preparing the intermediate 3-chloromethyl-2-methyl[1,1'-biphenyl] involves a Sommelet-Hauser rearrangement of N,N,N-trimethyl[1,1'-biphenyl]-2-methanaminium iodide to give 3-dimethylaminomethyl-2-methyl-[1,1'-biphenyl], which is then converted into the 3-chloromethyl derivative by treatment with ethyl chloroformate. The N,N,N-trimethyl-[1,1'-biphenyl]-2-methanaminium iodide starting material may be prepared in four steps from 2-biphenylcarboxylic acid via the acid chlori... Reactants: CC1(C)C(=O)Nc2ccccc21, O=[N+]([O-])O, O=S(=O)(O)O. Yields the product CC1(C)C(=O)Nc2ccc([N+](=O)[O-])cc21. Reaction SMILES: [CH3:10][C:11]1([CH3:21])[C:12](=[O:20])[NH:13][c:14]2[cH:15][cH:16][cH:17][cH:18][c:19]21.[OH:1][N+:2]([O-:3])=[O:4].[S:5](=[O:6])(=[O:7])([OH:8])[OH:9]>>[O-:1][N+:2](=[O:4])[c:17]1[cH:16][cH:15][c:14]2[c:19]([cH:18]1)[C:11]([CH3:10])([CH3:21])[C:12](=[O:20])[NH:13]2. The reactants are CC(=O)c1sccc1CBr, CC(C)(C)OC(=O)NC1N=C(c2ccccc2F)c2ccccc2NC1=O, CN(C)C=O, [H-], [Na+]. Product: CC(=O)c1sccc1CN1C(=O)C(NC(=O)OC(C)(C)C)N=C(c2ccccc2F)c2ccccc21. Reaction SMILES: [C:30]([CH3:31])(=[O:32])[c:33]1[s:34][cH:35][cH:36][c:37]1[CH2:38][Br:39].[C:3]([CH3:4])([CH3:5])([CH3:6])[O:7][C:8](=[O:9])[NH:10][CH:11]1[C:12](=[O:29])[NH:13][c:14]2[c:15]([cH:25][cH:26][cH:27][cH:28]2)[C:16]([c:18]2[c:19]([F:24])[cH:20][cH:21][cH:22][cH:23]2)=[N:17]1.[CH3:40][N:41]([CH3:42])[CH:43]=[O:44].[H-:1].[Na+:2]>>[C:3]([CH3:4])([CH3:5])([CH3:6])[O:7][C:8](=[O:9])[NH:10][CH:11]1[C:12](=[O:29])[N:13]([CH2:38][c:37]2[c:33]([C:30]([CH3:31])=[O:32])[s:34][cH:35][cH:36]2)[c:14]2[c:15]([cH:25][cH:26][cH:27][cH:28]2)[C:16]([c:18]2[c:19]([F:24])[cH:20][cH:21][cH:22][cH:23]2)=[N:17]1. The reactants are C(C)OC(=O)C1=CC=2C(=CN=C(C2)OCCOC)N1CC1=NOC(=C1)C=1SC(=CC1)Cl (1-[5-(5-Chloro-thiophen-2-yl)-isoxazol-3-ylmethyl]-5-(2-methoxy-ethoxy)-1H-pyrrolo[2,3-c]pyridine-2-carboxylic acid ethyl ester). Run in C1CCOC1 (THF), CO (MeOH). Conditions: temperature 50 celsius, time 3 hour. Product: ClC1=CC=C(S1)C1=CC(=NO1)CN1C(=CC=2C1=CN=C(C2)OCCOC)C(=O)O (1-[5-(5-Chloro-thiophen-2-yl)-isoxazol-3-ylmethyl]-5-(2-methoxy-ethoxy)-1H-pyrrolo[2,3-c]pyridine-2-carboxylic acid). Reaction SMILES: C([O:3][C:4]([C:6]1[N:19]([CH2:20][C:21]2[CH:25]=[C:24]([C:26]3[S:27][C:28]([Cl:31])=[CH:29][CH:30]=3)[O:23][N:22]=2)[C:9]2=[CH:10][N:11]=[C:12]([O:14][CH2:15][CH2:16][O:17][CH3:18])[CH:13]=[C:8]2[CH:7]=1)=[O:5])C>C1COCC1.CO>[Cl:31][C:28]1[S:27][C:26]([C:24]2[O:23][N:22]=[C:21]([CH2:20][N:19]3[C:9]4=[CH:10][N:11]=[C:12]([O:14][CH2:15][CH2:16][O:17][CH3:18])[CH:13]=[C:8]4[CH:7]=[C:6]3[C:4]([OH:5])=[O:3])[CH:25]=2)=[CH:30][CH:29]=1. Procedure details: To a solution of 1.3 g (2.814 mmol) 1-[5-(5-Chloro-thiophen-2-yl)-isoxazol-3-ylmethyl]-5-(2-methoxy-ethoxy)-1H-pyrrolo[2,3-c]pyridine-2-carboxylic acid ethyl ester in 30 mL THF and 15 mL MeOH 11.26 mL 1M LiOH solution were added and the mixture was stirred at 50° C. for 3 h. The organic solvents were removed in vacuo, 50 mL of water were added and the pH was adjusted to pH 2 with 1N HCl solution. The desired product precipitated and was filtered, washed with water and dried over P2O5. Yield 1.11... Starting materials: C(C1=CC=CC=C1)OC(N[C@H](C(=O)N(C)C)C1=CC=CC=C1)=O (benzyl[(1S)-2-(dimethylamino)-2-oxo-1-phenylethyl]carbamate), C1CCOC1 (THF). Reagents/catalysts: [C].[Pd] (palladium-carbon). Solvent: CCO (EtOH). Run at time 14 hour. Product: N[C@H](C(=O)N(C)C)C1=CC=CC=C1 ((2S)-2-amino-N,N-dimethyl-2-phenyl acetamide). The yield is 101.8%. As a reaction SMILES: C(OC(=O)[NH:10][C@@H:11]([C:17]1[CH:22]=[CH:21][CH:20]=[CH:19][CH:18]=1)[C:12]([N:14]([CH3:16])[CH3:15])=[O:13])C1C=CC=CC=1.C1COCC1>CCO.[C].[Pd]>[NH2:10][C@@H:11]([C:17]1[CH:22]=[CH:21][CH:20]=[CH:19][CH:18]=1)[C:12]([N:14]([CH3:16])[CH3:15])=[O:13] |f:3.4|. Procedure: A suspension of 1.67 g of the compound obtained in Step 87-1 and 0.17 g of 10% palladium-carbon in EtOH (20 ml) was stirred at room temperature for 14 hours under hydrogen atmosphere. The stirred solution was added with THF (1 ml) and stirred at room temperature for 1 hour under hydrogen atmosphere. The insoluble matter was separated by filtration and the filtrate was concentrated under reduced pressure to obtain 0.97 g of the title compound (pale yellow solid, crude form). Starting materials: Cn1cc(C#N)c(=O)c2cc3cc(F)c(F)cc3nc21, CN1CCNCC1, CS(C)=O. The product is CN1CCN(c2cc3nc4c(cc3cc2F)c(=O)c(C#N)cn4C)CC1. RXN SMILES: [C:1](#[N:2])[c:3]1[c:4](=[O:20])[c:5]2[cH:6][c:7]3[c:8]([n:9][c:10]2[n:11]([CH3:13])[cH:12]1)[cH:14][c:15]([F:19])[c:16]([F:18])[cH:17]3.[CH3:21][N:22]1[CH2:23][CH2:24][NH:25][CH2:26][CH2:27]1.[CH3:28][S:29](=[O:30])[CH3:31]>>[C:1](#[N:2])[c:3]1[c:4](=[O:20])[c:5]2[cH:6][c:7]3[c:8]([n:9][c:10]2[n:11]([CH3:13])[cH:12]1)[cH:14][c:15]([N:25]1[CH2:24][CH2:23][N:22]([CH3:21])[CH2:27][CH2:26]1)[c:16]([F:18])[cH:17]3.